From a dataset of the Open Reaction Database (ORD), a public repository of structured organic reaction records. describe an organic reaction: reactants, conditions, products, and yield Starting materials: CC(C)(C)OC(=O)n1nc(-c2cc3cc(OCCBr)ccc3n2C(=O)OC(C)(C)C)c2cc(OCc3ccccc3)ccc21, O=C([O-])[O-], C1COCCN1, CC#N, ClCCl, [I-], [K+], [K+], [K+]. Yields the product CC(C)(C)OC(=O)n1nc(-c2cc3cc(OCCN4CCOCC4)ccc3n2C(=O)OC(C)(C)C)c2cc(OCc3ccccc3)ccc21. As a reaction SMILES: [C:1]([CH3:2])([CH3:3])([CH3:4])[O:5][C:6](=[O:7])[n:8]1[n:9][c:10](-[c:25]2[n:26]([C:38](=[O:39])[O:40][C:41]([CH3:42])([CH3:43])[CH3:44])[c:27]3[cH:28][cH:29][c:30]([O:34][CH2:35][CH2:36][Br:37])[cH:31][c:32]3[cH:33]2)[c:11]2[cH:12][c:13]([O:17][CH2:18][c:19]3[cH:20][cH:21][cH:22][cH:23][cH:24]3)[cH:14][cH:15][c:16]12.[C:53](=[O:54])([O-:55])[O-:56].[CH2:47]1[CH2:48][O:49][CH2:50][CH2:51][NH:52]1.[CH3:59][C:60]#[N:61].[Cl:62][CH2:63][Cl:64].[I-:46].[K+:45].[K+:57].[K+:58]>>[C:1]([CH3:2])([CH3:3])([CH3:4])[O:5][C:6](=[O:7])[n:8]1[n:9][c:10](-[c:25]2[n:26]([C:38](=[O:39])[O:40][C:41]([CH3:42])([CH3:43])[CH3:44])[c:27]3[cH:28][cH:29][c:30]([O:34][CH2:35][CH2:36][N:52]4[CH2:47][CH2:48][O:49][CH2:50][CH2:51]4)[cH:31][c:32]3[cH:33]2)[c:11]2[cH:12][c:13]([O:17][CH2:18][c:19]3[cH:20][cH:21][cH:22][cH:23][cH:24]3)[cH:14][cH:15][c:16]12. Reactants: CS(=O)(=O)OCCCCC1=CNC2=CC=C(C=C12)C(=O)OC (4-(5-methoxycarbonylindol-3-yl)butyl methanesulfonate), O=C1OC2=C(C=C1)C=C(C=C2)N2CCNCC2 (4-(2-oxo-2H-1-benzopyran-6-yl)piperazine). Run in C(C)#N (acetonitrile). Product: O=C1OC2=C(C=C1)C=C(C=C2)N2CCN(CC2)CCCCC2=CNC1=CC=C(C=C21)C(=O)OC (Methyl 3-{4-[4-(2-oxo-2H-1-benzopyran-6-yl)-1-piperazinyl]-butyl}indole-5-carboxylate). RXN SMILES: CS(O[CH2:6][CH2:7][CH2:8][CH2:9][C:10]1[C:18]2[C:13](=[CH:14][CH:15]=[C:16]([C:19]([O:21][CH3:22])=[O:20])[CH:17]=2)[NH:12][CH:11]=1)(=O)=O.[O:23]=[C:24]1[CH:29]=[CH:28][C:27]2[CH:30]=[C:31]([N:34]3[CH2:39][CH2:38][NH:37][CH2:36][CH2:35]3)[CH:32]=[CH:33][C:26]=2[O:25]1>C(#N)C>[O:23]=[C:24]1[CH:29]=[CH:28][C:27]2[CH:30]=[C:31]([N:34]3[CH2:35][CH2:36][N:37]([CH2:6][CH2:7][CH2:8][CH2:9][C:10]4[C:18]5[C:13](=[CH:14][CH:15]=[C:16]([C:19]([O:21][CH3:22])=[O:20])[CH:17]=5)[NH:12][CH:11]=4)[CH2:38][CH2:39]3)[CH:32]=[CH:33][C:26]=2[O:25]1. Reported procedure: A mixture of 0.0098 mol of 4-(5-methoxycarbonylindol-3-yl)butyl methanesulfonate (preparation as described in Example 3) and 0.0097 mol of 4-(2-oxo-2H-1-benzopyran-6-yl)piperazine is heated in acetonitrile for about 96 hours on a steam bath. The reaction mixture is worked up in the customary manner and purified. Methyl 3-{4-[4-(2-oxo-2H-1-benzopyran-6-yl)-1-piperazinyl]-butyl}indole-5-carboxylate is thus obtained. The reactants are [NH4+].[OH-] (NH4OH), BrC=1C=C(C=CC1C#N)N[C@@H](C(=O)O)C1=CC=CC=C1 ((R)-2-(3-bromo-4-cyanophenylamino)-2-phenylacetic acid), C1=CC=C2C(=C1)N=NN2O.O (HOBt hydrate), C(CCl)Cl (EDC). Solvent: CCOC(=O)C (EtOAc), O (Water), CN(C)C=O (DMF). Run at time 60 minute. Yields the product BrC=1C=C(C=CC1C#N)N[C@@H](C(=O)N)C1=CC=CC=C1 ((R)-2-(3-bromo-4-cyanophenylamino)-2-phenylacetamide). Isolated yield 87.5%. Reaction SMILES: [Br:1][C:2]1[CH:3]=[C:4]([NH:10][C@H:11]([C:15]2[CH:20]=[CH:19][CH:18]=[CH:17][CH:16]=2)[C:12](O)=[O:13])[CH:5]=[CH:6][C:7]=1[C:8]#[N:9].C1C=C2[N:27]=NN(O)C2=CC=1.O.C(Cl)CCl.[NH4+].[OH-]>CN(C=O)C.CCOC(C)=O.O>[Br:1][C:2]1[CH:3]=[C:4]([NH:10][C@H:11]([C:15]2[CH:20]=[CH:19][CH:18]=[CH:17][CH:16]=2)[C:12]([NH2:27])=[O:13])[CH:5]=[CH:6][C:7]=1[C:8]#[N:9] |f:1.2,4.5|. Procedure details: To a solution of (R)-2-(3-bromo-4-cyanophenylamino)-2-phenylacetic acid (90 mg, 0.27 mmol) and HOBt hydrate (62 mg, 0.40 mmol) in DMF (2 mL), EDC (74 mg, 0.38 mmol) was added. The mixture was stirred for 60 min. Then conc. NH4OH (0.100 mL, ˜1.40 mmol) was added. It was stirred for 18 h. Water and EtOAc were added. The organic phase was separated, washed with 5% NaHCO3, dried over Na2SO4, concentrated in vacuo to give (R)-2-(3-bromo-4-cyanophenylamino)-2-phenylacetamide (78 mg). Reactants: CN=C=O, Cc1ccccc1, c1ccc(Nc2ccccc2)cc1, CCCCOP(=O)([O-])OCCCC. Product: CNC(=O)N(c1ccccc1)c1ccccc1. Reaction SMILES: [CH3:14][N:15]=[C:16]=[O:17].[CH3:31][c:32]1[cH:33][cH:34][cH:35][cH:36][cH:37]1.[NH:1]([c:2]1[cH:3][cH:4][cH:5][cH:6][cH:7]1)[c:8]1[cH:9][cH:10][cH:11][cH:12][cH:13]1.[P:18]([O-:19])([O:20][CH2:21][CH2:22][CH2:23][CH3:24])([O:25][CH2:26][CH2:27][CH2:28][CH3:29])=[O:30]>>[N:1]([c:2]1[cH:3][cH:4][cH:5][cH:6][cH:7]1)([c:8]1[cH:9][cH:10][cH:11][cH:12][cH:13]1)[C:16]([NH:15][CH3:14])=[O:17].